Dataset: the Open Reaction Database (ORD), a public repository of structured organic reaction records. Task: describe an organic reaction: reactants, conditions, products, and yield Starting materials: [BH4-].[Na+] (sodium borohydride), FC1=CC=C(C=C1)C(C(C(=O)OCC)CC1=CC(=CC=C1)OC(C)C)=O (ethyl 3-(4-fluorophenyl)-3-oxo-2-[3-(isopropyloxy)benzyl]propanoate), Cl (Hydrochloric acid). The reagents and catalysts are [Cl-].[Zn+2].[Cl-] (zinc chloride). Run in C(C)OCC (diethyl ether), C(C)OCC (diethyl ether). Conditions: time 2 hour. The product is FC1=CC=C(C=C1)C(C(C(=O)OCC)CC1=CC(=CC=C1)OC(C)C)O (ethyl (2RS,3RS)-3-(4-fluorophenyl)-3-hydroxy-2-[3-(isopropyloxy)benzyl]propanoate). Reaction SMILES: [BH4-].[Na+].[F:3][C:4]1[CH:9]=[CH:8][C:7]([C:10](=[O:28])[CH:11]([CH2:17][C:18]2[CH:23]=[CH:22][CH:21]=[C:20]([O:24][CH:25]([CH3:27])[CH3:26])[CH:19]=2)[C:12]([O:14][CH2:15][CH3:16])=[O:13])=[CH:6][CH:5]=1.Cl>C(OCC)C.[Cl-].[Zn+2].[Cl-]>[F:3][C:4]1[CH:5]=[CH:6][C:7]([CH:10]([OH:28])[CH:11]([CH2:17][C:18]2[CH:23]=[CH:22][CH:21]=[C:20]([O:24][CH:25]([CH3:27])[CH3:26])[CH:19]=2)[C:12]([O:14][CH2:15][CH3:16])=[O:13])=[CH:8][CH:9]=1 |f:0.1,5.6.7|. Reported procedure: To a suspension of anhydrous zinc chloride (9.12 g, 67.0 mmol) in diethyl ether (100 ml) was added sodium borohydride (5.07 g, 134 mmol) by small portions, and the mixture was stirred for 2 hrs. Insoluble material was filtered off, and washed with diethyl ether. The filtrate was ice-cooled, and to the filtrate was added a solution of ethyl 3-(4-fluorophenyl)-3-oxo-2-[3-(isopropyloxy)benzyl]propanoate (12.0 g, 33.5 mmol) in diethyl ether (20 ml). The mixture was stirred at room temperature for 2 ...